Dataset: the Open Reaction Database (ORD), a public repository of structured organic reaction records. Task: describe an organic reaction: reactants, conditions, products, and yield The reactants are ClC=1C=CC(=C(C1)S(=O)(=O)NC1=CC=C(C=C1)C1=NC(=C(N=C1)C#N)Cl)F (5-Chloro-N-[4-(6-chloro-5-cyano-pyrazin-2-yl)-phenyl]-2-fluoro-benzenesulfonamide), NN (hydrazine). Run in CC(C)O (iPrOH), O (water). Conditions: temperature 120 celsius. Product: NC1=NNC2=NC(=CN=C21)C2=CC=C(C=C2)NS(=O)(=O)C2=C(C=CC(=C2)Cl)F (N-[4-(3-Amino-1H-pyrazolo[3,4-b]pyrazin-6-yl)phenyl]-5-chloro-2-fluoro-benzenesulfonamide). Isolated yield 22.0%. As a reaction SMILES: [Cl:1][C:2]1[CH:3]=[CH:4][C:5]([F:27])=[C:6]([S:8]([NH:11][C:12]2[CH:17]=[CH:16][C:15]([C:18]3[CH:23]=[N:22][C:21]([C:24]#[N:25])=[C:20](Cl)[N:19]=3)=[CH:14][CH:13]=2)(=[O:10])=[O:9])[CH:7]=1.[NH2:28][NH2:29]>CC(O)C.O>[NH2:25][C:24]1[C:21]2[C:20](=[N:19][C:18]([C:15]3[CH:16]=[CH:17][C:12]([NH:11][S:8]([C:6]4[CH:7]=[C:2]([Cl:1])[CH:3]=[CH:4][C:5]=4[F:27])(=[O:10])=[O:9])=[CH:13][CH:14]=3)=[CH:23][N:22]=2)[NH:29][N:28]=1. Reported procedure: 5-Chloro-N-[4-(6-chloro-5-cyano-pyrazin-2-yl)-phenyl]-2-fluoro-benzenesulfonamide (160 mg) was suspended in a mixture of 1 ml iPrOH and 1 ml 35% hydrazine in water at RT and heated to 120° C. by microwave irradiation for 20 min under stirring in a sealed vessel. The reaction mixture was left to cool to RT and the crude reaction mixture was evaporated to dryness, redissolved in DMF and purified by preparative HPLC (C18 reversed phase column, elution with a water/MeCN gradient with 0.1% TFA). The ... Starting materials: Cc1cc(C)c2c(C#N)c(C=CC(=O)O)n(C3Cc4ccccc4C3)c2n1, CC1CNCC(C)O1. Product: Cc1cc(C)c2c(C#N)c(C=CC(=O)N3CC(C)OC(C)C3)n(C3Cc4ccccc4C3)c2n1. RXN SMILES: [C:1](#[N:2])[c:3]1[c:4]([CH:23]=[CH:24][C:25](=[O:26])[OH:27])[n:5]([CH:14]2[CH2:15][c:16]3[cH:17][cH:18][cH:19][cH:20][c:21]3[CH2:22]2)[c:6]2[n:7][c:8]([CH3:13])[cH:9][c:10]([CH3:12])[c:11]12.[CH3:28][CH:29]1[O:30][CH:31]([CH3:35])[CH2:32][NH:33][CH2:34]1>>[C:1](#[N:2])[c:3]1[c:4]([CH:23]=[CH:24][C:25](=[O:27])[N:33]2[CH2:32][CH:31]([CH3:35])[O:30][CH:29]([CH3:28])[CH2:34]2)[n:5]([CH:14]2[CH2:15][c:16]3[cH:17][cH:18][cH:19][cH:20][c:21]3[CH2:22]2)[c:6]2[n:7][c:8]([CH3:13])[cH:9][c:10]([CH3:12])[c:11]12. Starting materials: CO, O=C(O)c1cn(-c2ccc(F)c([N+](=O)[O-])c2)c2nc(Cl)c(F)cc2c1=O, O=S(Cl)Cl. Yields the product COC(=O)c1cn(-c2ccc(F)c([N+](=O)[O-])c2)c2nc(Cl)c(F)cc2c1=O. Reaction SMILES: [CH3:31][OH:32].[Cl:5][c:6]1[c:7]([F:30])[cH:8][c:9]2[c:10](=[O:29])[c:11]([C:26](=[O:27])[OH:28])[cH:12][n:13](-[c:16]3[cH:17][c:18]([N+:23](=[O:24])[O-:25])[c:19]([F:22])[cH:20][cH:21]3)[c:14]2[n:15]1.[S:1]([Cl:2])([Cl:3])=[O:4]>>[Cl:5][c:6]1[c:7]([F:30])[cH:8][c:9]2[c:10](=[O:29])[c:11]([C:26](=[O:27])[O:28][CH3:31])[cH:12][n:13](-[c:16]3[cH:17][c:18]([N+:23](=[O:24])[O-:25])[c:19]([F:22])[cH:20][cH:21]3)[c:14]2[n:15]1. Starting materials: OC1=NC(=NC(=C1CCO)C)S (4-hydroxy-2-mercapto-6-methyl-5-pyrimidineethanol), 40, [OH-].[Na+] (sodium hydroxide), O (water), 210, C(O)([O-])=O.[Na+] (sodium hydrogen carbonate), BrCCBr (1,2-dibromoethane). Solvent: CC(C)O (2-propanol), CC(C)O (2-propanol). Reaction conditions: time 2 hour. Yields the product 51, OCCC1=C(N=C2N(C1=O)CCS2)C (2,3-dihydro-6-(2-hydroxyethyl)-7-methyl-5H-thiazolo[3,2-a]pyrimidin-5-one). Reaction SMILES: [OH-].[Na+].O.C(=O)([O-])O.[Na+].Br[CH2:10][CH2:11]Br.[OH:13][C:14]1[C:19]([CH2:20][CH2:21][OH:22])=[C:18]([CH3:23])[N:17]=[C:16]([SH:24])[N:15]=1>CC(O)C>[OH:22][CH2:21][CH2:20][C:19]1[C:14](=[O:13])[N:15]2[CH2:10][CH2:11][S:24][C:16]2=[N:17][C:18]=1[CH3:23] |f:0.1,3.4|. Procedure details: To a stirred solution of 40 parts of sodium hydroxide in 500 parts of water were added 400 parts of 2-propanol. In this mixture were dissolved 186.23 parts of 4-hydroxy-2-mercapto-6-methyl-5-pyrimidineethanol. The resulting solution was added dropwise, during a 2.66 hours period, to a stirred and refluxing mixture of 210 parts of sodium hydrogen carbonate, 1635 parts of 1,2-dibromoethane and 1600 parts of 2-propanol. Upon completion, stirring was continued for 2 hours at reflux temperature. The ...